Dataset: the Open Reaction Database (ORD), a public repository of structured organic reaction records. Task: describe an organic reaction: reactants, conditions, products, and yield Reactants: ClCCl, O=C(O)C(F)(F)F, [Na+], O=C([O-])O, O, O=S(=O)(c1ccccc1)n1cc(-c2cnn(C(c3ccccc3)(c3ccccc3)c3ccccc3)c2)c2cc(Sc3ccccc3)cnc21. Product: O=S(=O)(c1ccccc1)n1cc(-c2cn[nH]c2)c2cc(Sc3ccccc3)cnc21. Reaction SMILES: [Cl:50][CH2:51][Cl:52].[F:53][C:54]([F:55])([F:56])[C:57]([OH:58])=[O:59].[Na+:64].[O-:60][C:61]([OH:62])=[O:63].[OH2:65].[c:1]1([S:7](=[O:8])(=[O:9])[n:10]2[cH:11][c:12](-[c:26]3[cH:27][n:28][n:29]([C:31]([c:32]4[cH:33][cH:34][cH:35][cH:36][cH:37]4)([c:38]4[cH:39][cH:40][cH:41][cH:42][cH:43]4)[c:44]4[cH:45][cH:46][cH:47][cH:48][cH:49]4)[cH:30]3)[c:13]3[c:14]2[n:15][cH:16][c:17]([S:19][c:20]2[cH:21][cH:22][cH:23][cH:24][cH:25]2)[cH:18]3)[cH:2][cH:3][cH:4][cH:5][cH:6]1>>[c:1]1([S:7](=[O:8])(=[O:9])[n:10]2[cH:11][c:12](-[c:26]3[cH:27][n:28][nH:29][cH:30]3)[c:13]3[c:14]2[n:15][cH:16][c:17]([S:19][c:20]2[cH:21][cH:22][cH:23][cH:24][cH:25]2)[cH:18]3)[cH:2][cH:3][cH:4][cH:5][cH:6]1. The reactants are CC(C)(C)OC(=O)N1CCC(Oc2ccc(Br)cc2C2CC(=O)NC(c3cccc(F)c3)C23C(=O)Nc2cc(Cl)ccc23)CC1, ClCCl, O=C(O)C(F)(F)F. The product is O=C1CC(c2cc(Br)ccc2OC2CCNCC2)C2(C(=O)Nc3cc(Cl)ccc32)C(c2cccc(F)c2)N1. RXN SMILES: [Br:1][c:2]1[cH:3][cH:4][c:5]([O:32][CH:33]2[CH2:34][CH2:35][N:36]([C:39]([O:40][C:41]([CH3:42])([CH3:43])[CH3:44])=[O:45])[CH2:37][CH2:38]2)[c:6]([CH:8]2[CH2:9][C:10](=[O:31])[NH:11][CH:12]([c:24]3[cH:25][c:26]([F:30])[cH:27][cH:28][cH:29]3)[C:13]23[C:14](=[O:23])[NH:15][c:16]2[cH:17][c:18]([Cl:22])[cH:19][cH:20][c:21]23)[cH:7]1.[Cl:53][CH2:54][Cl:55].[F:46][C:47]([F:48])([F:49])[C:50]([OH:51])=[O:52]>>[Br:1][c:2]1[cH:3][cH:4][c:5]([O:32][CH:33]2[CH2:34][CH2:35][NH:36][CH2:37][CH2:38]2)[c:6]([CH:8]2[CH2:9][C:10](=[O:31])[NH:11][CH:12]([c:24]3[cH:25][c:26]([F:30])[cH:27][cH:28][cH:29]3)[C:13]23[C:14](=[O:23])[NH:15][c:16]2[cH:17][c:18]([Cl:22])[cH:19][cH:20][c:21]23)[cH:7]1. Reactants: CN1C=C(C2=CC=CC=C12)C1C(NCCN1)=O (3-(1-methylindol-3-yl)-piperazin-2-one), C(=O)OC (methyl formate). Yields the product CN1C=C(C2=CC=CC=C12)C1C(NCCN1C=O)=O (3-(1-methylindol-3-yl)-4-formylpiperazin-2-one). Reaction SMILES: [CH3:1][N:2]1[C:10]2[C:5](=[CH:6][CH:7]=[CH:8][CH:9]=2)[C:4]([CH:11]2[NH:16][CH2:15][CH2:14][NH:13][C:12]2=[O:17])=[CH:3]1.[CH:18](OC)=[O:19]>>[CH3:1][N:2]1[C:10]2[C:5](=[CH:6][CH:7]=[CH:8][CH:9]=2)[C:4]([CH:11]2[N:16]([CH:18]=[O:19])[CH2:15][CH2:14][NH:13][C:12]2=[O:17])=[CH:3]1. Procedure details: 22.9 g (0.1 mol) of 3-(1-methylindol-3-yl)-piperazin-2-one, prepared in accordance with Example 34, are reacted with methyl formate, as described in Example 5. The reactants are C[Si](C)(C)Cl (trimethylsilyl chloride), [Na+].[I-] (NaI), [Na+].[I-] (NaI), C[Si](C)(C)Cl (trimethylsilyl chloride), C(C1=CC=CC=C1)OCCC1=C(C2=C(S1)C=CC=C2)C(C)(O)C2=NC=CC=C2 (1-[2-(2-benzyloxy-ethyl)-benzo[b]thiophen-3-yl]-1-pyridin-2-yl-ethanol), C(=O)(O)[O-].[Na+] (NaHCO3). Run in C(C)#N (acetonitrile), CCOC(=O)C (EtOAc). Reaction conditions: time 5 minute. Yields the product EtOAc hexanes, N1=C(C=CC=C1)C(C)C=1C2=C(SC1CCO)C=CC=C2 (2-[3-(1-pyridin-2-yl-ethyl)-benzo[b]thiophen-2-yl]-ethanol). The yield is 20.0%. Reaction SMILES: [Na+].[I-].C[Si](Cl)(C)C.C([O:15][CH2:16][CH2:17][C:18]1[S:22][C:21]2[CH:23]=[CH:24][CH:25]=[CH:26][C:20]=2[C:19]=1[C:27]([C:30]1[CH:35]=[CH:34][CH:33]=[CH:32][N:31]=1)(O)[CH3:28])C1C=CC=CC=1.C([O-])(O)=O.[Na+]>C(#N)C.CCOC(C)=O>[N:31]1[CH:32]=[CH:33][CH:34]=[CH:35][C:30]=1[CH:27]([C:19]1[C:20]2[CH:26]=[CH:25][CH:24]=[CH:23][C:21]=2[S:22][C:18]=1[CH2:17][CH2:16][OH:15])[CH3:28] |f:0.1,4.5|. Procedure: To a solution of NaI (2.29 g, 15.4 mmol) in acetonitrile (45 mL) at room temperature, trimethylsilyl chloride (1.96 mL, 15.4 mmol) was added and the mixture was stirred for 5 min. 1-[2-(2-benzyloxy-ethyl)-benzo[b]thiophen-3-yl]-1-pyridin-2-yl-ethanol (2 g, 5.14 mmol) was added and the mixture was refluxed for 4 hours. An additional aliquot of trimethylsilyl chloride (2.6 mL, 20.5 mmol) and NaI (3.06 g, 20.6 mmol) was added and refluxing was continued for another 6 hours. Sat. NaHCO3 and EtOAc we... Reactants: C, O=C(CCN1CCN(Cc2ccccc2)CC1)Nc1ccc(F)cc1, CC(=O)O, [H][H], [Pd]. Reaction SMILES: [C:32].[CH2:1]([c:2]1[cH:3][cH:4][cH:5][cH:6][cH:7]1)[N:8]1[CH2:9][CH2:10][N:11]([CH2:14][CH2:15][C:16](=[O:17])[NH:18][c:19]2[cH:20][cH:21][c:22]([F:25])[cH:23][cH:24]2)[CH2:12][CH2:13]1.[CH3:28][C:29](=[O:30])[OH:31].[H:26][H:27].[Pd:33]>>[NH:8]1[CH2:9][CH2:10][N:11]([CH2:14][CH2:15][C:16](=[O:17])[NH:18][c:19]2[cH:20][cH:21][c:22]([F:25])[cH:23][cH:24]2)[CH2:12][CH2:13]1. The product is O=C(CCN1CCNCC1)Nc1ccc(F)cc1. The reactants are ClC(C(OC(C1=CC=C(C=C1)F)C1=CC=C(C=C1)Br)=N)(Cl)Cl ((4-bromophenyl)(4-fluorophenyl)methyl 2,2,2-trichloroethanimidoate), COC([C@@H](O)CC(C)C)=O (L-leucic acid methyl ester), C12(C(=O)CC(CC1)C2(C)C)CS(=O)(=O)O (camphor sulfonic acid). The reagents and catalysts are C(=O)(O)[O-].[Na+] (NaHCO3). The solvent is C(Cl)Cl (CH2Cl2), CCOCC (ether). Conditions: time 18 hour. The product is BrC1=CC=C(C=C1)C(O[C@H](C(=O)OC)CC(C)C)C1=CC=C(C=C1)F (Methyl (2S)-2-[(4-bromophenyl)(4-fluorophenyl)methoxy]-4-methylpentanoate). RXN SMILES: ClC(Cl)(Cl)C(=N)O[CH:5]([C:13]1[CH:18]=[CH:17][C:16]([Br:19])=[CH:15][CH:14]=1)[C:6]1[CH:11]=[CH:10][C:9]([F:12])=[CH:8][CH:7]=1.[CH3:23][O:24][C:25](=[O:32])[C@H:26]([CH2:28][CH:29]([CH3:31])[CH3:30])[OH:27].C12(CS(O)(=O)=O)C(C)(C)C(CC1)CC2=O>C(Cl)Cl.C([O-])(O)=O.[Na+].CCOCC>[Br:19][C:16]1[CH:15]=[CH:14][C:13]([CH:5]([C:6]2[CH:11]=[CH:10][C:9]([F:12])=[CH:8][CH:7]=2)[O:27][C@@H:26]([CH2:28][CH:29]([CH3:31])[CH3:30])[C:25]([O:24][CH3:23])=[O:32])=[CH:18][CH:17]=1 |f:4.5|. Procedure: To a solution of the (4-bromophenyl)(4-fluorophenyl)methyl 2,2,2-trichloroethanimidoate of step 2 (1.18 mmol, 500 mg) in CH2Cl2 (5 mL) was added L-leucic acid methyl ester 2 (1.18 mmol, 146 mg) and then camphor sulfonic acid (0.12 mmol, 27 mg). The mixture was stirred at r.t. for 18 h. A few drops of saturated NaHCO3 was added, The mixture was diluted with ether and filtered. The filtrate was concentrated under reduced pressure and the crude product was chromatographed to give the title compound...